This data is from the Open Reaction Database (ORD), a public repository of structured organic reaction records. The task is: describe an organic reaction: reactants, conditions, products, and yield Reactants: [C-]#N.[Na+] (sodium cyanide), ClCC1=NN(C2=CC(=C(C=C12)OC)OC)CC1=CC(=C(C=C1)OC)OC (3-Chloromethyl-5,6-dimethoxy-1-(3,4-dimethoxybenzyl)-1H-indazole), O (water). Solvent: CS(=O)C (dimethyl sulfoxide). The product is COC=1C=C2C(=NN(C2=CC1OC)CC1=CC(=C(C=C1)OC)OC)CC#N (5,6-Dimethoxy-1-(3 ,4-dimethoxybenzyl)-1H-indazole-3-acetonitrile). Isolated yield 60.9%. As a reaction SMILES: Cl[CH2:2][C:3]1[C:11]2[C:6](=[CH:7][C:8]([O:14][CH3:15])=[C:9]([O:12][CH3:13])[CH:10]=2)[N:5]([CH2:16][C:17]2[CH:22]=[CH:21][C:20]([O:23][CH3:24])=[C:19]([O:25][CH3:26])[CH:18]=2)[N:4]=1.[C-:27]#[N:28].[Na+].O>CS(C)=O>[CH3:13][O:12][C:9]1[CH:10]=[C:11]2[C:6](=[CH:7][C:8]=1[O:14][CH3:15])[N:5]([CH2:16][C:17]1[CH:22]=[CH:21][C:20]([O:23][CH3:24])=[C:19]([O:25][CH3:26])[CH:18]=1)[N:4]=[C:3]2[CH2:2][C:27]#[N:28] |f:1.2|. Reported procedure: 3-Chloromethyl-5,6-dimethoxy-1-(3,4-dimethoxybenzyl)-1H-indazole (187.0 g) was dissolved in dimethyl sulfoxide (1000 ml) and a solution was stirred at room temperature. Then sodium cyanide (134.0 g) which had been ground in a mortar was added thereto. The reaction mixture was stirred at 50° C. for 2 hours. The reaction mixture was returned to room temperature, poured into water (15000 ml) and stirred for 1 hour. The solid thus precipitated was collected by filtration, washed with water (1000 ml×... Starting materials: CCCC[P+](CCCC)(CCCC)CCCC, [Cl-], Cl[SiH](Cl)Cl, CC(Cl)c1ccccc1. Product: CC(c1ccccc1)[Si](Cl)(Cl)Cl. As a reaction SMILES: [CH2:15]([P+:16]([CH2:17][CH2:18][CH2:19][CH3:20])([CH2:21][CH2:22][CH2:23][CH3:24])[CH2:25][CH2:26][CH2:27][CH3:28])[CH2:29][CH2:30][CH3:31].[Cl-:14].[Cl:10][SiH:11]([Cl:12])[Cl:13].[Cl:1][CH:2]([CH3:3])[c:4]1[cH:5][cH:6][cH:7][cH:8][cH:9]1>>[CH:2]([CH3:3])([c:4]1[cH:5][cH:6][cH:7][cH:8][cH:9]1)[Si:11]([Cl:10])([Cl:12])[Cl:13].